This data is from the Open Reaction Database (ORD), a public repository of structured organic reaction records. The task is: describe an organic reaction: reactants, conditions, products, and yield The reactants are S1C=CC2=C1C(C=1N2C=CC1)=O (8H-thieno[2,3-d]pyrrolo[1,2-a]pyrrol-8-one), Cl.NO (hydroxylamine hydrochloride). Solvent: N1=CC=CC=C1 (pyridine). Product: ON=C1C=2N(C3=C1SC=C3)C=CC2 (8-Hydroxyiminothieno[2,3-d]pyrrolo[1,2-a]pyrrole). Isolated yield 82.8%. Reaction SMILES: [S:1]1[C:5]2[C:6](=O)[C:7]3[N:8]([CH:9]=[CH:10][CH:11]=3)[C:4]=2[CH:3]=[CH:2]1.Cl.[NH2:14][OH:15]>N1C=CC=CC=1>[OH:15][N:14]=[C:6]1[C:5]2[S:1][CH:2]=[CH:3][C:4]=2[N:8]2[CH:9]=[CH:10][CH:11]=[C:7]12 |f:1.2|. Procedure details: Heat at reflux for 90 minutes a solution of 0.011 mol of 8H-thieno[2,3-d]pyrrolo[1,2-a]pyrrol-8-one (Preparation 28) and 0.0132 mol of hydroxylamine hydrochloride in 50 ml of pyridine. After cooling and after removal of the pyridine under reduced pressure, the residue is taken up in 150 ml of water and extracted with diethyl ether. The ethereal solution is dried over magnesium sulfate and then concentrated under reduced pressure to yield the title compound in the form of a mixture comprising 70%... The reactants are COC(=O)c1ccccc1O, CC(C)=O, ICCCI, [Na+], [Na+], O=C([O-])[O-]. Yields the product COC(=O)c1ccccc1OCCCI. As a reaction SMILES: [C:1]([c:2]1[c:3]([OH:4])[cH:5][cH:6][cH:7][cH:8]1)(=[O:9])[O:10][CH3:11].[CH3:23][C:24](=[O:25])[CH3:26].[I:18][CH2:19][CH2:20][CH2:21][I:22].[Na+:12].[Na+:13].[O-:14][C:15](=[O:16])[O-:17]>>[C:1]([c:2]1[c:3]([O:4][CH2:21][CH2:20][CH2:19][I:18])[cH:5][cH:6][cH:7][cH:8]1)(=[O:9])[O:10][CH3:11]. The reactants are C, CO, CC(=O)O, CON=C(C(=O)NC1C(=O)N2C(C(=O)OCc3ccc([N+](=O)[O-])cc3)C(=COC(C)=O)CSC12)c1csc(N)n1, C1CCOC1, O, [Pd]. Product: CON=C(C(=O)NC1C(=O)N2C(C(=O)O)C(=COC(C)=O)CSC12)c1csc(N)n1. As a reaction SMILES: [C:53].[CH3:1][OH:2].[CH3:3][C:4](=[O:5])[OH:6].[NH2:7][c:8]1[s:9][cH:10][c:11]([C:13]([C:14](=[O:15])[NH:16][CH:17]2[CH:18]3[N:19]([CH:20]([C:29](=[O:30])[O:31][CH2:32][c:33]4[cH:34][cH:35][c:36]([N+:37]([O-:38])=[O:39])[cH:40][cH:41]4)[C:21](=[CH:24][O:25][C:26]([CH3:27])=[O:28])[CH2:22][S:23]3)[C:42]2=[O:43])=[N:44][O:45][CH3:46])[n:12]1.[O:48]1[CH2:49][CH2:50][CH2:51][CH2:52]1.[OH2:47].[Pd:54]>>[NH2:7][c:8]1[s:9][cH:10][c:11]([C:13]([C:14](=[O:15])[NH:16][CH:17]2[CH:18]3[N:19]([CH:20]([C:29](=[O:30])[OH:31])[C:21](=[CH:24][O:25][C:26]([CH3:27])=[O:28])[CH2:22][S:23]3)[C:42]2=[O:43])=[N:44][O:45][CH3:46])[n:12]1. Reactants: [Cl-].[Al+3].[Cl-].[Cl-] (aluminum chloride), ClC(=O)C(C(=O)OC)CC1=CC(=CC=C1)Cl (methyl 2-chloroformyl-3-(3′-chlorophenyl)-propionate), Cl (hydrochloric acid). The solvent is ClCCCl (1,2-dichloroethane), ClCCCl (1,2-dichloroethane). Run at temperature 0 celsius. The product is ClC=1C=C2CC(C(C2=CC1)=O)C(=O)OC (methyl 5-chloro-1-oxo-2,3-dihydroindene-2-carboxylate). Yield: 75.9%. RXN SMILES: [Cl-].[Al+3].[Cl-].[Cl-].Cl[C:6]([CH:8]([CH2:13][C:14]1[CH:19]=[CH:18][CH:17]=[C:16]([Cl:20])[CH:15]=1)[C:9]([O:11][CH3:12])=[O:10])=[O:7].Cl>ClCCCl>[Cl:20][C:16]1[CH:15]=[C:14]2[C:19](=[CH:18][CH:17]=1)[C:6](=[O:7])[CH:8]([C:9]([O:11][CH3:12])=[O:10])[CH2:13]2 |f:0.1.2.3|. Procedure: A total of 9.0 g of anhydrous aluminum chloride was suspended in 151.3 g of 1,2-dichloroethane by stirring in an atmosphere of nitrogen gas and was cooled to 0° C. To the cooled suspension was added dropwise a mixture of 7.98 g of methyl 2-chloroformyl-3-(3′-chlorophenyl)-propionate prepared in Example 1 and 151.3 g of 1,2-dichloroethane held at 5° C. or below, followed by stirring under the same conditions for 2 hours. The reaction mixture was added dropwise to 53.6 g of 1.7% by weight hydrochl... Reactants: CS(=O)(=O)Cl, Nc1cc(CC(=O)Nc2cccc(C3CCCCC3)c2)ccc1OCc1ccccc1, O, c1ccncc1. Yields the product CS(=O)(=O)Nc1cc(CC(=O)Nc2cccc(C3CCCCC3)c2)ccc1OCc1ccccc1. RXN SMILES: [CH3:32][S:33]([Cl:34])(=[O:35])=[O:36].[NH2:1][c:2]1[cH:3][c:4]([CH2:16][C:17](=[O:18])[NH:19][c:20]2[cH:21][c:22]([CH:26]3[CH2:27][CH2:28][CH2:29][CH2:30][CH2:31]3)[cH:23][cH:24][cH:25]2)[cH:5][cH:6][c:7]1[O:8][CH2:9][c:10]1[cH:11][cH:12][cH:13][cH:14][cH:15]1.[OH2:37].[cH:38]1[cH:39][cH:40][n:41][cH:42][cH:43]1>>[NH:1]([c:2]1[cH:3][c:4]([CH2:16][C:17](=[O:18])[NH:19][c:20]2[cH:21][c:22]([CH:26]3[CH2:27][CH2:28][CH2:29][CH2:30][CH2:31]3)[cH:23][cH:24][cH:25]2)[cH:5][cH:6][c:7]1[O:8][CH2:9][c:10]1[cH:11][cH:12][cH:13][cH:14][cH:15]1)[S:33]([CH3:32])(=[O:35])=[O:36]. Reaction SMILES: [Br:31][CH2:32][C:33](=[O:34])[OH:35].[CH2:1]([CH2:2][CH3:3])[n:4]1[c:5](=[O:30])[n:6]([CH2:27][CH2:28][CH3:29])[c:7]2[n:8][c:9](-[c:22]3[cH:23][n:24][nH:25][cH:26]3)[n:10]([CH2:14][O:15][CH2:16][CH2:17][Si:18]([CH3:19])([CH3:20])[CH3:21])[c:11]2[c:12]1=[O:13].[CH3:42][C:43](=[O:44])[CH3:45].[K+:36].[K+:37].[O-:38][C:39]([O-:40])=[O:41]>>[CH2:1]([CH2:2][CH3:3])[n:4]1[c:5](=[O:30])[n:6]([CH2:27][CH2:28][CH3:29])[c:7]2[n:8][c:9](-[c:22]3[cH:23][n:24]([CH2:32][C:33](=[O:34])[OH:35])[n:25][cH:26]3)[n:10]([CH2:14][O:15][CH2:16][CH2:17][Si:18]([CH3:19])([CH3:20])[CH3:21])[c:11]2[c:12]1=[O:13]. Product: CCCn1c(=O)c2c(nc(-c3cnn(CC(=O)O)c3)n2COCC[Si](C)(C)C)n(CCC)c1=O. Starting materials: O=C(O)CBr, CCCn1c(=O)c2c(nc(-c3cn[nH]c3)n2COCC[Si](C)(C)C)n(CCC)c1=O, CC(C)=O, [K+], [K+], O=C([O-])[O-]. Reactants: C(CC)(OCC)(OCC)OCC (Triethyl orthopropionate), C(CC#N)#N (malononitrile). The product is C(C)OC(CC)=C(C#N)C#N ((1-ethoxypropylidene)malononitrile). The yield is 93.0%. RXN SMILES: [C:1](OCC)(OCC)([O:4][CH2:5][CH3:6])[CH2:2][CH3:3].[C:13](#[N:17])[CH2:14][C:15]#[N:16]>>[CH2:5]([O:4][C:1](=[C:14]([C:13]#[N:17])[C:15]#[N:16])[CH2:2][CH3:3])[CH3:6]. Procedure: Triethyl orthopropionate (1000 g, 5.5 mole) and malononitrile (363 g, 5.5 mole) were combined and refluxed for 5 hours. The reaction mixture was cooled to room temperature and the residue was distilled at 125°-143° C. (3-7 mm Hg) to afford 768.1 g (93%) of (1-ethoxypropylidene)malononitrile as an orange liquid. The reactants are CC1(C=C(N=CC1(C)C)B1OCCO1)C (4,4,5,5-tetramethyl-[1,3,2-dioxaborolan-2-yl)pyridine), C([O-])([O-])=O.[Cs+].[Cs+] (cesium carbonate), C(C)(C)(C)OC(NCC=1SC(=CC1)Br)=O ((5-bromo-thiophen-2-ylmethyl)-carbamic acid tert-butyl ester), COCCOC (1,2-dimethoxyethane), C(C)(=O)OCC (ethyl acetate). The reagents and catalysts are C1(=CC=CC=C1)P(C1=CC=CC=C1)C1=CC=CC=C1.C1(=CC=CC=C1)P(C1=CC=CC=C1)C1=CC=CC=C1.C1(=CC=CC=C1)P(C1=CC=CC=C1)C1=CC=CC=C1.C1(=CC=CC=C1)P(C1=CC=CC=C1)C1=CC=CC=C1.[Pd] (palladium tetrakis(triphenylphosphine)). Run in O (water). Reaction conditions: temperature 110 celsius. The product is C(C)(C)(C)OC(NCC=1SC(=CC1)C=1C(=NC(=C(C1)CC)OC)C)=O ([5-(5-ethyl-6-methoxy-2-methyl-pyridin-3-yl)-thiophen-2-ylmethyl]-carbamic acid tert-butyl ester). Reaction SMILES: C[C:2]1(C)[C:7]([CH3:9])(C)[CH:6]=[N:5][C:4](B2OCCO2)=[CH:3]1.[C:16](=[O:19])([O-])[O-].[Cs+].[Cs+].[C:22]([O:26][C:27](=[O:36])[NH:28][CH2:29][C:30]1[S:31]C(Br)=[CH:33][CH:34]=1)([CH3:25])([CH3:24])[CH3:23].[C:37](OCC)(=O)[CH3:38].[CH3:43]OCCOC>O.C1(P(C2C=CC=CC=2)C2C=CC=CC=2)C=CC=CC=1.C1(P(C2C=CC=CC=2)C2C=CC=CC=2)C=CC=CC=1.C1(P(C2C=CC=CC=2)C2C=CC=CC=2)C=CC=CC=1.C1(P(C2C=CC=CC=2)C2C=CC=CC=2)C=CC=CC=1.[Pd]>[C:22]([O:26][C:27](=[O:36])[NH:28][CH2:29][C:30]1[S:31][C:9]([C:7]2[C:6]([CH3:43])=[N:5][C:4]([O:19][CH3:16])=[C:3]([CH2:37][CH3:38])[CH:2]=2)=[CH:33][CH:34]=1)([CH3:23])([CH3:24])[CH3:25] |f:1.2.3,8.9.10.11.12|. Procedure: To a nitrogen flushed mixture of 3-ethyl-2-methoxy-6-methyl-5-(4,4,5,5-tetramethyl-[1,3,2-dioxaborolan-2-yl)pyridine (1.0 g, 3.6 mmol), cesium carbonate (3.52 g, 11 mmol), and (5-bromo-thiophen-2-ylmethyl)-carbamic acid tert-butyl ester (1.2 g, 4.0 mmol) in 1,2-dimethoxyethane (20 mL) and water (4 mL) is added palladium tetrakis(triphenylphosphine) (290 mg, 0.25 mmol) and the reaction mixture is heated to about 110° C. After maintaining the reaction mixture at 110° C. for 12 hr, the mixture is c... Reported procedure: A solution of example 6 (270 mg) in EtOH (15 mL) was treated with 1N sodium hydroxide (1.54 mL, 3 eq.) and the mixture heated to reflux for 3 hours. The cooled reaction was concentrated and the residue diluted with water (20 mL); 1N hydrochloric acid (2 mL) was added and the resulting suspension extracted with dichloromethane (20 mL). The organic extract was dried over magnesium sulphate and concentrated to give the title compound in 74% yield as a yellow solid (190 mg). Isolated yield 74.0%. Reaction SMILES: C([O:3][C:4](=[O:36])[C:5]([CH3:35])([O:7][C:8]1[CH:13]=[CH:12][C:11]([O:14][CH:15]([C:17]2[S:21][C:20]([C:22]3[CH:27]=[CH:26][C:25]([C:28]([F:31])([F:30])[F:29])=[C:24]([F:32])[CH:23]=3)=[N:19][C:18]=2[CH3:33])[CH3:16])=[CH:10][C:9]=1[CH3:34])[CH3:6])C.[OH-].[Na+]>CCO>[CH3:6][C:5]([O:7][C:8]1[CH:13]=[CH:12][C:11]([O:14][CH:15]([C:17]2[S:21][C:20]([C:22]3[CH:27]=[CH:26][C:25]([C:28]([F:30])([F:31])[F:29])=[C:24]([F:32])[CH:23]=3)=[N:19][C:18]=2[CH3:33])[CH3:16])=[CH:10][C:9]=1[CH3:34])([CH3:35])[C:4]([OH:36])=[O:3] |f:1.2|. Yields the product CC(C(=O)O)(C)OC1=C(C=C(C=C1)OC(C)C1=C(N=C(S1)C1=CC(=C(C=C1)C(F)(F)F)F)C)C (2-methyl-2-(2-methyl-4-{1-[4-methyl-2-(3-fluoro-4-trifluoromethylphenyl)-thiazol-5-yl]ethoxy}-phenoxy)-propionic acid), solid. The solvent is CCO (EtOH). Reactants: C(C)OC(C(C)(OC1=C(C=C(C=C1)OC(C)C1=C(N=C(S1)C1=CC(=C(C=C1)C(F)(F)F)F)C)C)C)=O (2-methyl-2-(2-methyl-4-{1-[4-methyl-2-(3-fluoro-4-trifluoromethylphenyl)-thiazol-5-yl]ethoxy}-phenoxy)-propionic acid ethyl ester), [OH-].[Na+] (sodium hydroxide). Reactants: ON=C(C1=CN=CC=C1)N (N′-hydroxynicotinimidamide), [N+](=O)([O-])C=1C=C(C(=O)Cl)C=CC1 (3-nitrobenzoyl chloride), N (NH3). Product: [N+](=O)([O-])C=1C=C(C=CC1)C1=NC(=NO1)C=1C=NC=CC1 (5-(3-nitrophenyl)-3-(pyridin-3-yl)-1,2,4-oxadiazole). As a reaction SMILES: [OH:1][N:2]=[C:3]([NH2:10])[C:4]1[CH:9]=[CH:8][CH:7]=[N:6][CH:5]=1.[N+:11]([C:14]1[CH:15]=[C:16]([CH:20]=[CH:21][CH:22]=1)[C:17](Cl)=O)([O-:13])=[O:12].N>>[N+:11]([C:14]1[CH:15]=[C:16]([C:17]2[O:1][N:2]=[C:3]([C:4]3[CH:5]=[N:6][CH:7]=[CH:8][CH:9]=3)[N:10]=2)[CH:20]=[CH:21][CH:22]=1)([O-:13])=[O:12]. Procedure details: The title compound was prepared according to the procedure of Example 8 using N′-hydroxynicotinimidamide (Aldrich) and 3-nitrobenzoyl chloride (Aldrich). 1H NMR (300 MHz, CDCl3) δ 7.44-7.55 (m, 1 H), 7.82 (t, J=8.3 Hz, 1 H), 8.43-8.60 (m, 3 H), 8.80 (dd, J=4.7, 1.7 Hz, 1 H), 9.07-9.13 (m, 1 H), 9.42 (d, J=2.0 Hz, 1 H) ppm; MS (DCI/NH3) m/z 269 (M+H)+.